From a dataset of the Open Reaction Database (ORD), a public repository of structured organic reaction records. describe an organic reaction: reactants, conditions, products, and yield Reactants: FC1=CC=C(C(=C)C)C=C1 (4-Fluoro-α-methylstyrene), C(C)(C)(CC(C)(C)C)C1=CC=C(C=C1)O (4-tert-octyl-phenol). Product: FC1=CC=C(C(C)(C)C2=C(C=CC(=C2)C(C)(C)CC(C)(C)C)O)C=C1 (2-(4-Fluoro-α-cumyl)-4-tert-octylphenol). The yield is 76.0%. As a reaction SMILES: [F:1][C:2]1[CH:10]=[CH:9][C:5]([C:6]([CH3:8])=[CH2:7])=[CH:4][CH:3]=1.[C:11]([C:19]1[CH:24]=[CH:23][C:22]([OH:25])=[CH:21][CH:20]=1)([CH2:14][C:15]([CH3:18])([CH3:17])[CH3:16])([CH3:13])[CH3:12]>>[F:1][C:2]1[CH:10]=[CH:9][C:5]([C:6]([C:23]2[CH:24]=[C:19]([C:11]([CH2:14][C:15]([CH3:18])([CH3:17])[CH3:16])([CH3:12])[CH3:13])[CH:20]=[CH:21][C:22]=2[OH:25])([CH3:8])[CH3:7])=[CH:4][CH:3]=1. Procedure details: 4-Fluoro-α-methylstyrene (18 g) as prepared in Example 2 and 20.6 g of 4-tert-octyl-phenol are reacted according to the procedure of Example 3 to yield 26 g of the title compound as a reddish, viscous oil whose structure is consistent with 1Hnmr and mass spectroscopy. Starting materials: CCOC(=O)c1cn(CC)c2c(c1=O)CC(=NO)S2, Cl, [Na+], [OH-], O. The product is CCn1cc(C(=O)O)c(=O)c2c1SC(=NO)C2. As a reaction SMILES: [CH2:1]([CH3:2])[O:3][C:4](=[O:5])[c:6]1[c:7](=[O:19])[c:8]2[c:9]([n:10]([CH2:12][CH3:13])[cH:11]1)[S:14][C:15](=[N:17][OH:18])[CH2:16]2.[ClH:20].[Na+:23].[OH-:22].[OH2:21]>>[O:3]=[C:4]([OH:5])[c:6]1[c:7](=[O:19])[c:8]2[c:9]([n:10]([CH2:12][CH3:13])[cH:11]1)[S:14][C:15](=[N:17][OH:18])[CH2:16]2.